This data is from the Open Reaction Database (ORD), a public repository of structured organic reaction records. The task is: describe an organic reaction: reactants, conditions, products, and yield Reactants: above compound, Cl (hydrochloric acid), CC1(C(NC(C2=C(C(=C(C=C12)[N+](=O)[O-])N)Br)=O)=O)C (4,4-dimethyl-6-nitro-7-amino-8-bromo-1,2,3,4-tetrahydroisoquinoline-1,3-dione). Solvent: C(C)O (ethanol). Product: CC1(C(NC(C=2C=C3C(=CC12)NC(=N3)C3=CC=NC=C3)=O)=O)C (8,8-Dimethyl-2-(4-pyridyl)-5,6,7,8-tetrahydro-lH-imidazo[4,5-g]isoquinoline-5,7-dione). Reaction SMILES: Cl.[CH3:2][C:3]1([CH3:20])[C:12]2[C:7](=[C:8](Br)[C:9]([NH2:16])=[C:10]([N+:13]([O-])=O)[CH:11]=2)[C:6](=[O:18])[NH:5][C:4]1=[O:19]>C(O)C>[CH3:2][C:3]1([CH3:20])[C:12]2[CH:11]=[C:10]3[NH:13][C:11]([C:12]4[CH:7]=[CH:6][N:5]=[CH:4][CH:3]=4)=[N:16][C:9]3=[CH:8][C:7]=2[C:6](=[O:18])[NH:5][C:4]1=[O:19]. Procedure details: 37 g. (100 mmole) of the above compound were deacetylated by refluxing for 20 hours in 350 ml. ethanol and 175 ml. concentrated hydrochloric acid. After cooling, the reaction mixture was poured on to ice, filtered off with suction and washed with water to give 27.4 g. (84% of theory) 4,4-dimethyl-6-nitro-7-amino-8-bromo-1,2,3,4-tetrahydroisoquinoline-1,3-dione; m.p. 218 -221° C. The reactants are FC1=CC=C(CCC=2C(=NC(=CC2)OC(CC2=CN=CN2C)C2=CC=C(C=C2)F)C(=O)O)C=C1 (3-(4-fluorophenethyl)-6-[1-(4-fluorophenyl)-2-(1-methylimidazol-5-yl)ethoxy]pyridin-2-carboxylic acid), C(C)(C)(C)OC([C@@H](N)CCSC)=O (L-methionine-tert-butyl ester), FC1=CC=C(CCC=2C(=NC(=CC2)OC(CC2=CN=CN2C)C2=CC=C(C=C2)F)C(=O)N[C@H](C(=O)OC(C)(C)C)CCSC)C=C1 (tert-butyl (2S)-2-{3-(4-fluorophenethyl)-6-[1-(4-fluorophenyl)-2-(1-methylimidazol-5-yl)ethoxy]pyrid-2-oylamino}-4-methylsulfanylbutyrate), C1(CCCC1)OC([C@@H](N)CCSC)=O (L-methionine cyclopentyl ester). The product is FC1=CC=C(CCC=2C(=NC(=CC2)OC(CC2=CN=CN2C)C2=CC=C(C=C2)F)C(=O)N[C@H](C(=O)OC2CCCC2)CCSC)C=C1 (Cyclopentyl (2S)-2-{3-(4-fluorophenethyl)-6-[1-(4-fluorophenyl)-2-(1-methylimidazol-5-yl)ethoxy]pyrid-2-oylamino}-4-methylsulfanylbutyrate). RXN SMILES: F[C:2]1C=CC(CCC2C(C(O)=O)=NC(OC(C3C=CC(F)=CC=3)CC3N(C)C=NC=3)=CC=2)=C[CH:3]=1.[F:35][C:36]1[CH:80]=[CH:79][C:39]([CH2:40][CH2:41][C:42]2[C:43]([C:64]([NH:66][C@@H:67]([CH2:75][CH2:76][S:77][CH3:78])[C:68]([O:70][C:71](C)([CH3:73])[CH3:72])=[O:69])=[O:65])=[N:44][C:45]([O:48][CH:49]([C:57]3[CH:62]=[CH:61][C:60]([F:63])=[CH:59][CH:58]=3)[CH2:50][C:51]3[N:55]([CH3:56])[CH:54]=[N:53][CH:52]=3)=[CH:46][CH:47]=2)=[CH:38][CH:37]=1.C1(OC(=O)[C@H](CCSC)N)CCCC1.C(OC(=O)[C@H](CCSC)N)(C)(C)C>>[F:35][C:36]1[CH:37]=[CH:38][C:39]([CH2:40][CH2:41][C:42]2[C:43]([C:64]([NH:66][C@@H:67]([CH2:75][CH2:76][S:77][CH3:78])[C:68]([O:70][CH:71]3[CH2:72][CH2:3][CH2:2][CH2:73]3)=[O:69])=[O:65])=[N:44][C:45]([O:48][CH:49]([C:57]3[CH:62]=[CH:61][C:60]([F:63])=[CH:59][CH:58]=3)[CH2:50][C:51]3[N:55]([CH3:56])[CH:54]=[N:53][CH:52]=3)=[CH:46][CH:47]=2)=[CH:79][CH:80]=1. Procedure details: The title compound was prepared from 3-(4-fluorophenethyl)-6-[1-(4-fluorophenyl)-2-(1-methylimidazol-5-yl)ethoxy]pyridin-2-carboxylic acid by a similar route to that described for the preparation of tert-butyl (2S)-2-{3-(4-fluorophenethyl)-6-[1-(4-fluorophenyl)-2-(1-methylimidazol-5-yl)ethoxy]pyrid-2-oylamino}-4-methylsulfanylbutyrate but using L-methionine cyclopentyl ester rather than L-methionine-tert-butyl ester. The reactants are ClC1=CC2=C(N3C(=NN=C3CSC2)C2CCN(CC2)C2=NC=CC=C2)C=C1 (8-Chloro-1-(3,4,5,6-tetrahydro-2H-[1,2′]bipyridinyl-4-yl)-4H,6H-5-thia-2,3,10b-triaza-benzo[e]azulene), aqueous solution, OO (hydrogen peroxide). Run in FC(C(C(F)(F)F)O)(F)F (1,1,1,3,3,3-Hexafluoro-propan-2-ol). Run at time 1 hour. Product: N (ammonia), ClC1=CC2=C(N3C(=NN=C3CS(C2)=O)C2CCN(CC2)C2=NC=CC=C2)C=C1 (8-Chloro-1-(3,4,5,6-tetrahydro-2H-[1,2′]bipyridinyl-4-yl)-4H ,6H-5-thia-2,3,10b-triaza-benzo[e]azulene 5-oxide). RXN SMILES: [Cl:1][C:2]1[CH:27]=[CH:26][C:5]2[N:6]3[C:10]([CH2:11][S:12][CH2:13][C:4]=2[CH:3]=1)=[N:9][N:8]=[C:7]3[CH:14]1[CH2:19][CH2:18][N:17]([C:20]2[CH:25]=[CH:24][CH:23]=[CH:22][N:21]=2)[CH2:16][CH2:15]1.[OH:28]O>FC(F)(F)C(O)C(F)(F)F>[NH3:6].[Cl:1][C:2]1[CH:27]=[CH:26][C:5]2[N:6]3[C:10]([CH2:11][S:12](=[O:28])[CH2:13][C:4]=2[CH:3]=1)=[N:9][N:8]=[C:7]3[CH:14]1[CH2:15][CH2:16][N:17]([C:20]2[CH:25]=[CH:24][CH:23]=[CH:22][N:21]=2)[CH2:18][CH2:19]1. Reported procedure: To a solution of the sulphide of example 107 (150 mg, 0.38 mmol) in 1,1,1,3,3,3-Hexafluoro-propan-2-ol (5 ml) was added a 30% aqueous solution of hydrogen peroxide (0.09 ml). The resulting reaction mixture was stirred at room temperature for 1 hour before partitioning with aqueous sodium sulfite. The organic layer was washed with brine, dried (MgSO4), filtered and evaporated. The resulting residue was purified by column chromatography on silica gel using dichloromethane: Methanol: 0.880 ammonia ...